Dataset: the Open Reaction Database (ORD), a public repository of structured organic reaction records. Task: describe an organic reaction: reactants, conditions, products, and yield Yield: 92.3%. Run at time 1 hour. The reactants are BrC1=C(C=CC(=C1)F)S(=O)(=O)NC1=CC=C2C3=C(C=NC2=C1C(=O)OC)OCC3 (methyl 7-(2-bromo-4-fluorobenzenesulfonylamino)-1,2-dihydro-furo[2,3-c]quinoline-6-carboxylate), BrC1=C(C=CC(=C1)F)S(=O)(=O)NC1=CC=C2C3=C(C=NC2=C1C(=O)OC)OCC3 (methyl 7-(2-bromo-4-fluorobenzenesulfonylamino)-1,2-dihydro-furo[2,3-c]quinoline-6-carboxylate), [H-].[Na+] (sodium hydride), [H][H] (hydrogen), ClC(=O)OC (methyl chloroformate). Reported procedure: A solution of methyl 7-(2-bromo-4-fluorobenzenesulfonylamino)-1,2-dihydro-furo[2,3-c]quinoline-6-carboxylate (Intermediate 22, 0.29 g) in THF (5 mL) was added slowly to a suspension of sodium hydride (40% oil dispersion, 0.048 g) in THF (15 mL). Once the evolution of hydrogen had ceased, methyl chloroformate (0.147 g) was added and the mixture was stirred at room temperature for 1 hour. The mixture was diluted with ethyl acetate, washed with saturated sodium bicarbonate solution, dried (MgSO4) a... Reaction SMILES: [Br:1][C:2]1[CH:7]=[C:6]([F:8])[CH:5]=[CH:4][C:3]=1[S:9]([NH:12][C:13]1[C:22]([C:23]([O:25][CH3:26])=[O:24])=[C:21]2[C:16]([C:17]3[CH2:29][CH2:28][O:27][C:18]=3[CH:19]=[N:20]2)=[CH:15][CH:14]=1)(=[O:11])=[O:10].[H-].[Na+].[H][H].Cl[C:35]([O:37][CH3:38])=[O:36]>C1COCC1.C(OCC)(=O)C>[Br:1][C:2]1[CH:7]=[C:6]([F:8])[CH:5]=[CH:4][C:3]=1[S:9]([N:12]([C:13]1[C:22]([C:23]([O:25][CH3:26])=[O:24])=[C:21]2[C:16]([C:17]3[CH2:29][CH2:28][O:27][C:18]=3[CH:19]=[N:20]2)=[CH:15][CH:14]=1)[C:35]([O:37][CH3:38])=[O:36])(=[O:10])=[O:11] |f:1.2|. Run in C(C)(=O)OCC (ethyl acetate), C1CCOC1 (THF), C1CCOC1 (THF). Yields the product BrC1=C(C=CC(=C1)F)S(=O)(=O)N(C(=O)OC)C1=CC=C2C3=C(C=NC2=C1C(=O)OC)OCC3 (methyl 7-[N-(2-bromo-4-fluorobenzenesulfonyl)-N-(methoxy-carbonyl)amino]-1,2-dihydrofuro[2,3-c]quinoline-6-carboxylate). Reactants: CN(C)c1ccncc1, Oc1ccc(Cl)nc1, Clc1ccccc1Cl, COc1cc2nccc(Cl)c2cc1OC, O. Product: COc1cc2nccc(Oc3ccc(Cl)nc3)c2cc1OC. Reaction SMILES: [CH3:25][N:26]([CH3:27])[c:28]1[cH:29][cH:30][n:31][cH:32][cH:33]1.[Cl:1][c:2]1[n:3][cH:4][c:5]([OH:8])[cH:6][cH:7]1.[Cl:34][c:35]1[cH:36][cH:37][cH:38][cH:39][c:40]1[Cl:41].[Cl:9][c:10]1[cH:11][cH:12][n:13][c:14]2[cH:15][c:16]([O:22][CH3:23])[c:17]([O:20][CH3:21])[cH:18][c:19]12.[OH2:24]>>[Cl:1][c:2]1[n:3][cH:4][c:5]([O:8][c:10]2[cH:11][cH:12][n:13][c:14]3[cH:15][c:16]([O:22][CH3:23])[c:17]([O:20][CH3:21])[cH:18][c:19]23)[cH:6][cH:7]1. Starting materials: Cl (hydrochloric acid), ClC1=CC=C(C=C1)C1=CC=C(S1)C1=CC=C(C(=O)OCC)C=C1 (ethyl 4-[5-(4-chlorophenyl)-2-thienyl]benzoate), [OH-].[Na+] (sodium hydroxide), O1CCCC1 (tetrahydrofuran). Run in O (water), C(C)O (ethanol). Conditions: temperature 60 celsius, time 1.5 hour. Yields the product ClC1=CC=C(C=C1)C1=CC=C(S1)C1=CC=C(C(=O)O)C=C1 (4-[5-(4-chlorophenyl)-2-thienyl]benzoic acid). Yield: 59.8%. Reaction SMILES: [Cl:1][C:2]1[CH:7]=[CH:6][C:5]([C:8]2[S:12][C:11]([C:13]3[CH:23]=[CH:22][C:16]([C:17]([O:19]CC)=[O:18])=[CH:15][CH:14]=3)=[CH:10][CH:9]=2)=[CH:4][CH:3]=1.[OH-].[Na+].O1CCCC1.Cl>O.C(O)C>[Cl:1][C:2]1[CH:7]=[CH:6][C:5]([C:8]2[S:12][C:11]([C:13]3[CH:23]=[CH:22][C:16]([C:17]([OH:19])=[O:18])=[CH:15][CH:14]=3)=[CH:10][CH:9]=2)=[CH:4][CH:3]=1 |f:1.2|. Reported procedure: A mixture of ethyl 4-[5-(4-chlorophenyl)-2-thienyl]benzoate (1.03 g), 1 M aqueous sodium hydroxide solution (4.5 ml), tetrahydrofuran (30 ml) and ethanol (30 ml) was stirred at 60° C. for 1.5 hrs. After cooling, the reaction mixture was poured into water, and 1 M hydrochloric acid (15 ml) was added. The crystals were collected by filtration and recrystallized from ethanol to give 4-[5-(4-chlorophenyl)-2-thienyl]benzoic acid (0.566 g, yield 60%) as a pale-green crystalline powder. melting point: ... Starting materials: CC#N, CCN(C(C)C)C(C)C, O=C(O)c1ccc(F)cc1, Nc1cnc2ccccc2c1. The product is O=C(Nc1cnc2ccccc2c1)c1ccc(F)cc1. RXN SMILES: [CH3:31][C:32]#[N:33].[CH:22]([N:23]([CH2:24][CH3:25])[CH:26]([CH3:27])[CH3:28])([CH3:29])[CH3:30].[OH:1][C:2](=[O:3])[c:4]1[cH:5][cH:6][c:7]([F:8])[cH:9][cH:10]1.[n:11]1[cH:12][c:13]([NH2:21])[cH:14][c:15]2[cH:16][cH:17][cH:18][cH:19][c:20]12>>[C:2](=[O:3])([c:4]1[cH:5][cH:6][c:7]([F:8])[cH:9][cH:10]1)[NH:21][c:13]1[cH:12][n:11][c:20]2[c:15]([cH:14]1)[cH:16][cH:17][cH:18][cH:19]2. Reactants: COC(=O)CNC(=O)O[C@@H]1[C@]2(C)[C@@H](CC1)[C@@H]1CC=C3C=C(C=C[C@@H]3[C@H]1CC2)OCOC (17β-methoxycarbonylmethylaminocarbonyloxy-3-methoxymethyloxy-1,3,5-estratriene), [OH-].[K+] (potassium hydroxide), resultant mixture. The solvent is CO (methanol). Yields the product C(=O)(O)CNC(=O)O[C@@H]1[C@]2(C)[C@@H](CC1)[C@@H]1CC=C3C=C(C=C[C@@H]3[C@H]1CC2)OCOC (17β-carboxymethylaminocarbonyloxy-3-methoxymethyloxy-1,3,5-estratriene). The yield is 87.3%. Reaction SMILES: C[O:2][C:3]([CH2:5][NH:6][C:7]([O:9][C@H:10]1[CH2:15][CH2:14][C@H:13]2[C@H:16]3[C@H:25]([CH2:26][CH2:27][C@:11]12[CH3:12])[C@@H:24]1[C:19]([CH:20]=[C:21]([O:28][CH2:29][O:30][CH3:31])[CH:22]=[CH:23]1)=[CH:18][CH2:17]3)=[O:8])=[O:4].[OH-].[K+]>CO>[C:3]([CH2:5][NH:6][C:7]([O:9][C@H:10]1[CH2:15][CH2:14][C@H:13]2[C@H:16]3[C@H:25]([CH2:26][CH2:27][C@:11]12[CH3:12])[C@@H:24]1[C:19]([CH:20]=[C:21]([O:28][CH2:29][O:30][CH3:31])[CH:22]=[CH:23]1)=[CH:18][CH2:17]3)=[O:8])([OH:4])=[O:2] |f:1.2|. Procedure: To a solution of 17β-methoxycarbonylmethylaminocarbonyloxy-3-methoxymethyloxy-1,3,5-estratriene (0.77 g) in methanol (40 ml) was added 2 N aqueous potassium hydroxide (6 ml), and the resultant mixture was stirred at room temperature for 2 hours. The reaction mixture was mixed with ion exchange resin (DOWEX, 5W-X8), neutralized, and filtered to remove the ion exchange resin. The filtrate was concentrated in vacuo to give 17β-carboxymethylaminocarbonyloxy-3-methoxymethyloxy-1,3,5-estratriene (0.65... Starting materials: ice water, OC1=C(C(CC(C1)(C)C)=O)SCC(C)C (3-hydroxy-2-isobutylthio-5,5-dimethyl-2-cyclohexen-1-one), OO (hydrogen peroxide), C(C)(=O)O (acetic acid). Solvent: CCCCCC (hexane). Reaction conditions: time 19 hour. The product is OC1=C(C(CC(C1)(C)C)=O)S(=O)CC(C)C (3-Hydroxy-2-isobutylsulfinyl-5,5-dimethyl-2-cyclohexen-1-one). RXN SMILES: [OH:1][C:2]1[CH2:7][C:6]([CH3:9])([CH3:8])[CH2:5][C:4](=[O:10])[C:3]=1[S:11][CH2:12][CH:13]([CH3:15])[CH3:14].OO.C(O)(=[O:20])C>CCCCCC>[OH:10][C:4]1[CH2:5][C:6]([CH3:8])([CH3:9])[CH2:7][C:2](=[O:1])[C:3]=1[S:11]([CH2:12][CH:13]([CH3:15])[CH3:14])=[O:20]. Procedure details: A mixture of 3-hydroxy-2-isobutylthio-5,5-dimethyl-2-cyclohexen-1-one (10 g., 0.044 mole), 30 percent hydrogen peroxide (5.0 g., 0.044 mole), and 100 ml. of glacial acetic acid was allowed to stand at room temperature for 19 hours. The solution was poured into ice-water and the solid filtered to give 4.7 g. of crude product. After two from hexane the pure product was obtained as pink crystals 3.3 g., m.p. b 48.5°-50°C. The solvent is CO (methanol). Starting materials: C(C)(=O)OCC (Ethyl acetate), NO (hydroxylamine), O.O.O.C(C)(=O)[O-].[Na+] (sodium acetate trihydrate), N1C=NC2=C1C=CC(=C2)C=O (1H-benzo[d]imidazole-5-carbaldehyde). Conditions: time 1 hour. Yields the product N1C=NC2=C1C=CC(=C2)C=NO (1H-benzo[d]imidazole-5-formaldehyde oxime). RXN SMILES: [NH:1]1[C:5]2[CH:6]=[CH:7][C:8]([CH:10]=O)=[CH:9][C:4]=2[N:3]=[CH:2]1.[NH2:12][OH:13].O.O.O.C([O-])(=O)C.[Na+].C(OCC)(=O)C>CO>[NH:1]1[C:5]2[CH:6]=[CH:7][C:8]([CH:10]=[N:12][OH:13])=[CH:9][C:4]=2[N:3]=[CH:2]1 |f:2.3.4.5.6|. Reported procedure: 1H-benzo[d]imidazole-5-carbaldehyde (0.57 mmol, 1 eq.) was dissolved in 5 mL methanol, hydroxylamine (0.68 mmol, 1.2 eq.) and sodium acetate trihydrate (0.68 mmol, 1.2 eq.) were added. The mixture was stirred for 1 hour at ambient temperature. 20 mL Ethyl acetate was added and the organic layer was washed with 20 mL of brine. The organic layer was dried over magnesium sulfate, filtrated and the solvent was removed under reduced pressure. The product was purified by means of flash-chromatography ... The reactants are CC(C[C@@H](CN1CC(C1)O)NC)C ((S)-1-(4-methyl-2-(methylamino)pentyl)azetidin-3-ol), CCN(C(C)C)C(C)C (DIPEA), FC=1C=C(C(=O)O)C=CC1F (3,4-difluorobenzoic acid), CN(C)C(=[N+](C)C)ON1C2=C(C=CC=C2)N=N1.[B-](F)(F)(F)F (TBTU). Yield: 65.1%. Conditions: time 3 minute. Yields the product FC=1C=C(C(=O)N(C)[C@H](CN2CC(C2)O)CC(C)C)C=CC1F (3,4-Difluoro-N-[(2S)-1-(3-hydroxyazetidin-1-yl)-4-methylpentan-2-yl]-N-methylbenzamide). Reported procedure: DIPEA (0.252 mL, 1.45 mmol) was added to a stirred suspension of 3,4-difluorobenzoic acid (76 mg, 0.48 mmol) and TBTU (155 mg, 0.48 mmol) in DCM (2 mL) at rt. The suspension was stirred for 3 min. A solution of (S)-1-(4-methyl-2-(methylamino)pentyl)azetidin-3-ol (Compound G2.4) (100 mg, 0.48 mmol) in DCM (1 mL) was added and the reaction was stirred at rt overnight. The reaction was washed with an 8% aq. solution of NaHCO3 (1.5 mL). The organic layer was concentrated and purified by preparative ... RXN SMILES: CCN(C(C)C)C(C)C.[F:10][C:11]1[CH:12]=[C:13]([CH:17]=[CH:18][C:19]=1[F:20])[C:14]([OH:16])=O.CN(C(ON1N=NC2C=CC=CC1=2)=[N+](C)C)C.[B-](F)(F)(F)F.[CH3:43][CH:44]([CH3:55])[CH2:45][C@H:46]([NH:53][CH3:54])[CH2:47][N:48]1[CH2:51][CH:50]([OH:52])[CH2:49]1>C(Cl)Cl>[F:10][C:11]1[CH:12]=[C:13]([CH:17]=[CH:18][C:19]=1[F:20])[C:14]([N:53]([C@@H:46]([CH2:45][CH:44]([CH3:55])[CH3:43])[CH2:47][N:48]1[CH2:49][CH:50]([OH:52])[CH2:51]1)[CH3:54])=[O:16] |f:2.3|. Run in C(Cl)Cl (DCM), C(Cl)Cl (DCM).